The task is: describe an organic reaction: reactants, conditions, products, and yield. This data is from the Open Reaction Database (ORD), a public repository of structured organic reaction records. The solvent is N1=CC=CC=C1 (pyridine). RXN SMILES: [C:1]1([CH3:11])[CH:6]=[CH:5][C:4]([S:7](Cl)(=[O:9])=[O:8])=[CH:3][CH:2]=1.[CH3:12][CH:13]([CH2:18][CH:19]([CH3:21])[CH3:20])[CH2:14][CH:15]([OH:17])[CH3:16]>N1C=CC=CC=1>[C:1]1([CH3:11])[CH:6]=[CH:5][C:4]([S:7]([O:17][CH:15]([CH3:16])[CH2:14][CH:13]([CH3:12])[CH2:18][CH:19]([CH3:21])[CH3:20])(=[O:9])=[O:8])=[CH:3][CH:2]=1. The product is C1(=CC=C(C=C1)S(=O)(=O)OC(CC(CC(C)C)C)C)C (1,3,5-trimethylhexyl p-toluenesulfonate). Starting materials: C1(=CC=C(C=C1)S(=O)(=O)Cl)C (p-toluenesulfonyl chloride), CC(CC(C)O)CC(C)C (4,6-dimethyl-2-heptanol). Reported procedure: 9.4 g. of p-toluenesulfonyl chloride are added with ice cooling to a solution of 6.5 g. of 4,6-dimethyl-2-heptanol in 50 ml. of anhydrous pyridine and the mixture is left for 24 hours at 5° C. Thereafter, the mixture is poured onto ice-water and extracted three times with diethyl ether. The extracts are washed successively with cold 2-N aqueous hydrochloric acid solution, water and twice with saturated sodium chloride solution, dried over sodium sulfate/potassium carbonate and evaporated at room...